Dataset: the Open Reaction Database (ORD), a public repository of structured organic reaction records. Task: describe an organic reaction: reactants, conditions, products, and yield Starting materials: OCCCBr, CCOC(C)=O, CCCCCC, Fc1ccc(S)cc1, [Na+], C1CCOC1, [OH-]. The product is OCCCSc1ccc(F)cc1. Reaction SMILES: [Br:9][CH2:10][CH2:11][CH2:12][OH:13].[C:27]([O:28][CH2:29][CH3:30])(=[O:31])[CH3:32].[CH3:21][CH2:22][CH2:23][CH2:24][CH2:25][CH3:26].[F:1][c:2]1[cH:3][cH:4][c:5]([SH:8])[cH:6][cH:7]1.[Na+:15].[O:16]1[CH2:17][CH2:18][CH2:19][CH2:20]1.[OH-:14]>>[F:1][c:2]1[cH:3][cH:4][c:5]([S:8][CH2:10][CH2:11][CH2:12][OH:13])[cH:6][cH:7]1. The reactants are Cc1nc(C(=O)O)c(C)o1, NCC1CC2CC2N1C(=O)c1nc(N)sc1-c1cccc(F)c1. The product is Cc1nc(C(=O)NCC2CC3CC3N2C(=O)c2nc(N)sc2-c2cccc(F)c2)c(C)o1. As a reaction SMILES: [CH3:24][c:25]1[o:26][c:27]([CH3:33])[c:28]([C:30](=[O:31])[OH:32])[n:29]1.[NH2:1][c:2]1[s:3][c:4](-[c:17]2[cH:18][c:19]([F:23])[cH:20][cH:21][cH:22]2)[c:5]([C:7](=[O:8])[N:9]2[CH:10]3[CH2:11][CH:12]3[CH2:13][CH:14]2[CH2:15][NH2:16])[n:6]1>>[NH2:1][c:2]1[s:3][c:4](-[c:17]2[cH:18][c:19]([F:23])[cH:20][cH:21][cH:22]2)[c:5]([C:7](=[O:8])[N:9]2[CH:10]3[CH2:11][CH:12]3[CH2:13][CH:14]2[CH2:15][NH:16][C:30]([c:28]2[c:27]([CH3:33])[o:26][c:25]([CH3:24])[n:29]2)=[O:31])[n:6]1. As a reaction SMILES: Cl[C:2]1[CH:7]=[C:6]([CH2:8][CH3:9])[N:5]=[CH:4][N:3]=1.[NH:10]1[CH:14]=[N:13][CH:12]=[N:11]1>CO.ClCCl>[CH2:8]([C:6]1[CH:7]=[C:2]([N:10]2[CH:14]=[N:13][CH:12]=[N:11]2)[N:3]=[CH:4][N:5]=1)[CH3:9]. The yield is 82.2%. Procedure details: A mixture of 4-chloro-6-ethylpyrimidine (1.42 g, 10 mmol) and 1H-1,2,4-triazole (1.4 g, 20 mmol) was heated to 120° C. with stirring to give a yellow oil, which deposited an orange solid. The mixture was maintained at 120° C. for 0.2 hours, cooled to 70° C. and dissolved in methanol (10 ml). The solution was diluted with dichloromethane (50 ml) and was washed with saturated sodium bicarbonate solution (20 ml). The aqueous phase was extracted with dichloromethane (2×20 ml) and the combined organi... Product: C(C)C1=NC=NC(=C1)N1N=CN=C1 (4-Ethyl-6-(1,2,4-triazol-1-yl)pyrimidine). Conditions: temperature 120 celsius. Solvent: ClCCl (dichloromethane), CO (methanol). Starting materials: ClC1=NC=NC(=C1)CC (4-chloro-6-ethylpyrimidine), N1N=CN=C1 (1H-1,2,4-triazole). Starting materials: OCc1cccc(-c2c(F)cccc2F)c1, COC(=O)CCc1ccc(O)cc1. Yields the product COC(=O)CCc1ccc(OCc2cccc(-c3c(F)cccc3F)c2)cc1. As a reaction SMILES: [F:14][c:15]1[c:16](-[c:22]2[cH:23][c:24]([CH2:28][OH:29])[cH:25][cH:26][cH:27]2)[c:17]([F:21])[cH:18][cH:19][cH:20]1.[OH:1][c:2]1[cH:3][cH:4][c:5]([CH2:8][CH2:9][C:10](=[O:11])[O:12][CH3:13])[cH:6][cH:7]1>>[O:1]([c:2]1[cH:3][cH:4][c:5]([CH2:8][CH2:9][C:10](=[O:11])[O:12][CH3:13])[cH:6][cH:7]1)[CH2:28][c:24]1[cH:23][c:22](-[c:16]2[c:15]([F:14])[cH:20][cH:19][cH:18][c:17]2[F:21])[cH:27][cH:26][cH:25]1. Reactants: CC(C)(C)[Si](C)(C)OCC(N)CC(=O)OCc1ccccc1, C1CCOC1, CCN=C=NCCCN(C)C, O, On1nnc2ccccc21, O=C(NC1CC=CCC2CCC(C(=O)O)N2C1=O)c1ccc2ccccc2c1. Product: CC(C)(C)[Si](C)(C)OCC(CC(=O)OCc1ccccc1)NC(=O)C1CCC2CC=CCC(NC(=O)c3ccc4ccccc4c3)C(=O)N21. RXN SMILES: [CH2:50]([c:51]1[cH:52][cH:53][cH:54][cH:55][cH:56]1)[O:57][C:58]([CH2:59][CH:60]([CH2:61][O:62][Si:63]([CH3:64])([CH3:65])[C:66]([CH3:67])([CH3:68])[CH3:69])[NH2:70])=[O:71].[CH2:72]1[O:73][CH2:74][CH2:75][CH2:76]1.[CH3:29][CH2:30][N:31]=[C:32]=[N:33][CH2:34][CH2:35][CH2:36][N:37]([CH3:38])[CH3:39].[OH2:77].[OH:40][n:41]1[c:42]2[c:43]([cH:44][cH:45][cH:46][cH:47]2)[n:48][n:49]1.[cH:1]1[c:2]([C:11](=[O:12])[NH:13][CH:14]2[CH2:15][CH:16]=[CH:17][CH2:18][CH:19]3[N:20]([C:21]2=[O:22])[CH:23]([C:26](=[O:27])[OH:28])[CH2:24][CH2:25]3)[cH:3][cH:4][c:5]2[cH:6][cH:7][cH:8][cH:9][c:10]12>>[cH:1]1[c:2]([C:11](=[O:12])[NH:13][CH:14]2[CH2:15][CH:16]=[CH:17][CH2:18][CH:19]3[N:20]([C:21]2=[O:22])[CH:23]([C:26](=[O:27])[NH:70][CH:60]([CH2:59][C:58]([O:57][CH2:50][c:51]2[cH:52][cH:53][cH:54][cH:55][cH:56]2)=[O:71])[CH2:61][O:62][Si:63]([CH3:64])([CH3:65])[C:66]([CH3:67])([CH3:68])[CH3:69])[CH2:24][CH2:25]3)[cH:3][cH:4][c:5]2[cH:6][cH:7][cH:8][cH:9][c:10]12. Starting materials: C(=O)O (formic acid), CN (methylamine), CS(=O)(=O)OCCC=1C(=NN(C1)CC(=O)NC1=C(C2=C(S1)CCCC2)C(N)=O)C(F)(F)F (2-(1-(2-(3-carbamoyl-4,5,6,7-tetrahydrobenzo[b]thiophen-2-ylamino)-2-oxoethyl)-3-(trifluoromethyl)1H-pyrazol-4-yl)ethyl methanesulfonate). Run in CN(C)C=O (DMF). Run at temperature 120 celsius. Yields the product CNCCC=1C(=NN(C1)CC(=O)NC1=C(C2=C(S1)CCCC2)C(=O)N)C(F)(F)F (2-(2-(4-(2-(Methylamino)ethyl)-3-(trifluoromethyl)-1H-pyrazol-1-yl)acetamido)-4,5,6,7-tetrahydrobenzo[b]thiophene-3-carboxamide). The yield is 13.1%. Reaction SMILES: CS(O[CH2:6][CH2:7][C:8]1[C:9]([C:29]([F:32])([F:31])[F:30])=[N:10][N:11]([CH2:13][C:14]([NH:16][C:17]2[S:21][C:20]3[CH2:22][CH2:23][CH2:24][CH2:25][C:19]=3[C:18]=2[C:26](=[O:28])[NH2:27])=[O:15])[CH:12]=1)(=O)=O.[CH3:33][NH2:34].C(O)=O>CN(C=O)C>[CH3:33][NH:34][CH2:6][CH2:7][C:8]1[C:9]([C:29]([F:30])([F:32])[F:31])=[N:10][N:11]([CH2:13][C:14]([NH:16][C:17]2[S:21][C:20]3[CH2:22][CH2:23][CH2:24][CH2:25][C:19]=3[C:18]=2[C:26]([NH2:27])=[O:28])=[O:15])[CH:12]=1. Reported procedure: The 2-(1-(2-(3-carbamoyl-4,5,6,7-tetrahydrobenzo[b]thiophen-2-ylamino)-2-oxoethyl)-3-(trifluoromethyl)1H-pyrazol-4-yl)ethyl methanesulfonate (30 mg, 0.061 mmol) was dissolved in DMF (1 mL) and methylamine (2 M in THF, 1 mL, 2 mmol) added. The reaction mixture was heated at 120° C. for 5 min in the microwave. The THF was removed in vacuo and the reaction mixture filtered and purified by preparative reverse phase HPLC to give the formic acid salt of the desired product (3.6 mg, 0.008 mmol, 12%). Reactants: Cl (HCl), Cl.FC=1C=C(C=C(C1F)OC[C@@H](CNC(CC1CC2=CC=CC=C2C1)(C)C)O)CCC(=O)O (3-{3,4-Difluoro-5-[(R)-2-hydroxy-3-(2-indan-2-yl-1,1-dimethyl-ethylamino)-propoxy]-phenyl}-propionic acid hydrochloride), C(C)O (ethanol). The solvent is C(C)OCC (diethyl ether). Product: Cl.C(C)OC(CCC1=CC(=C(C(=C1)OC[C@@H](CNC(CC1CC2=CC=CC=C2C1)(C)C)O)F)F)=O (3-{3,4-Difluoro-5-[(R)-2-hydroxy-3-(2-indan-2-yl-1,1-dimethyl-ethylamino)-propoxy]-phenyl}-propionic acid ethyl ester hydrochloride), Cl (HCl). As a reaction SMILES: [ClH:1].[F:2][C:3]1[CH:4]=[C:5]([CH2:29][CH2:30][C:31]([OH:33])=[O:32])[CH:6]=[C:7]([O:10][CH2:11][C@H:12]([OH:28])[CH2:13][NH:14][C:15]([CH3:27])([CH3:26])[CH2:16][CH:17]2[CH2:25][C:24]3[C:19](=[CH:20][CH:21]=[CH:22][CH:23]=3)[CH2:18]2)[C:8]=1[F:9].Cl.[CH2:35](O)[CH3:36]>C(OCC)C>[ClH:1].[CH2:35]([O:32][C:31](=[O:33])[CH2:30][CH2:29][C:5]1[CH:6]=[C:7]([O:10][CH2:11][C@H:12]([OH:28])[CH2:13][NH:14][C:15]([CH3:27])([CH3:26])[CH2:16][CH:17]2[CH2:18][C:19]3[C:24](=[CH:23][CH:22]=[CH:21][CH:20]=3)[CH2:25]2)[C:8]([F:9])=[C:3]([F:2])[CH:4]=1)[CH3:36].[ClH:1] |f:0.1,5.6|. Procedure: To a suspension of the propionic acid of Example 2 (2 g) in ethanol (20 mL) was added 2M HCl in diethyl ether (2 mL). The mixture was heated to reflux for 3 h. After cooling to RT, the resulting solution was concentrated to a yellow oil and dried under vacuum. The contents of the flask solidified to give the title compound as an HCl salt (2 g): 1H NMR (dmso-d6): δ 9.05 (m, 1H); 8.62 (m, 1H); 7.18 (m, 2H); 7.11 (m, 2H); 6.98 (app. d, J=7.1 Hz, 1H); 6.91 (m, 1H); 6.0 (br s, 1H); 4.27 (m, 1H); 4.14... RXN SMILES: [Br:1][CH2:2][c:3]1[c:4]([Cl:11])[n:5][c:6]([Cl:10])[c:7]([F:9])[cH:8]1.[CH:12](=[CH2:13])[c:14]1[c:15]([NH:20][C:21]([CH3:22])=[O:23])[cH:16][cH:17][cH:18][cH:19]1.[H-:25].[Na+:24].[O:27]=[CH:28][N:29]([CH3:30])[CH3:31].[OH2:26]>>[CH2:2]([c:3]1[c:4]([Cl:11])[n:5][c:6]([Cl:10])[c:7]([F:9])[cH:8]1)[N:20]([c:15]1[c:14]([CH:12]=[CH2:13])[cH:19][cH:18][cH:17][cH:16]1)[C:21]([CH3:22])=[O:23]. Product: C=Cc1ccccc1N(Cc1cc(F)c(Cl)nc1Cl)C(C)=O. Reactants: Fc1cc(CBr)c(Cl)nc1Cl, C=Cc1ccccc1NC(C)=O, [H-], [Na+], CN(C)C=O, O.